Dataset: the Open Reaction Database (ORD), a public repository of structured organic reaction records. Task: describe an organic reaction: reactants, conditions, products, and yield Reactants: CCOc1ccc(-c2nc(-c3cccc(C(=N)SC)n3)cs2)cc1OCC, COS(=O)(=O)O, CO, N. Yields the product CCOc1ccc(-c2nc(-c3cccc(C(=N)N)n3)cs2)cc1OCC, COS(=O)(=O)O. As a reaction SMILES: [CH2:7]([CH3:8])[O:9][c:10]1[cH:11][c:12](-[c:19]2[s:20][cH:21][c:22](-[c:24]3[n:25][c:26]([C:30]([S:31][CH3:32])=[NH:33])[cH:27][cH:28][cH:29]3)[n:23]2)[cH:13][cH:14][c:15]1[O:16][CH2:17][CH3:18].[CH3:1][O:2][S:3](=[O:4])(=[O:5])[OH:6].[CH3:34][OH:35].[NH3:36]>>[CH2:7]([CH3:8])[O:9][c:10]1[cH:11][c:12](-[c:19]2[s:20][cH:21][c:22](-[c:24]3[n:25][c:26]([C:30](=[NH:33])[NH2:36])[cH:27][cH:28][cH:29]3)[n:23]2)[cH:13][cH:14][c:15]1[O:16][CH2:17][CH3:18].[CH3:1][O:2][S:3](=[O:4])(=[O:5])[OH:6]. Starting materials: NC=1C=CC2=C(N=C(O2)C2=CC=NC=C2)C1 (5-amino-2-(pyridine-4-yl) benzo[d]oxazole), compound 8, C1(=CC=CC=C1)[C@@H](C(=O)O)C ((S)-2-phenylpropanoic acid). The product is C1(=CC=CC=C1)[C@@H](C(=O)NC=1C=CC2=C(N=C(O2)C2=CC=NC=C2)C1)C ((S)-2-phenyl-N-(2-(pyridine-4-yl)benzo[d]oxazol-5-yl)propanamide), solid. Isolated yield 77.0%. As a reaction SMILES: [C:1]1([C@H:7]([CH3:11])[C:8]([OH:10])=O)[CH:6]=[CH:5][CH:4]=[CH:3][CH:2]=1.[NH2:12][C:13]1[CH:14]=[CH:15][C:16]2[O:20][C:19]([C:21]3[CH:26]=[CH:25][N:24]=[CH:23][CH:22]=3)=[N:18][C:17]=2[CH:27]=1>>[C:1]1([C@H:7]([CH3:11])[C:8]([NH:12][C:13]2[CH:14]=[CH:15][C:16]3[O:20][C:19]([C:21]4[CH:22]=[CH:23][N:24]=[CH:25][CH:26]=4)=[N:18][C:17]=3[CH:27]=2)=[O:10])[CH:2]=[CH:3][CH:4]=[CH:5][CH:6]=1. Procedure: Similarly prepared as per compound 8, using starting materials (S)-2-phenylpropanoic acid and compound 4 (R, =2-pyridine) to obtained title compound Q48 as white solid (77%). 1H NMR (CDCl3, 400 MHz) δ 1.52 (d, J=7.2 Hz, 3H), 3.67 (q, J=7.2 Hz, 1H), 7.15 (t, J=8.4 Hz, 1H), 7.21-7.35 (m, 5H), 7.69 (s, 1H), 7.83 (s, 1H), 7.91 (d, J=5.6 Hz, 2H), 8.68 (d, J=5.2 Hz, 2H); 13C NMR (CDCl3, 100 MHz) δ 18.9, 31.1, 42.7, 48.0, 110.8, 112.2, 119.7, 120.5, 121.1, 127.7, 127.8, 128.1, 129.3, 134.3, 135.6, 141.... Reactants: C(C)(=O)O (acetic acid), ClC=1C=C(C2=C(C(CCO2)(O[Si](C)(C)C)C#N)C1)Cl (6,8-dichloro-4-cyano-4-trimethylsilyloxy-3,4-dihydro-2H-1-benzopyran), stannous chloride dihydrate. The product is Cl (hydrochloric acid), ClC=1C=C(C2=C(C(CCO2)C(=O)O)C1)Cl (6,8-dichloro-3,4-dihydro-2H-1-benzopyran-4-carboxylic acid). Reaction SMILES: [Cl:1][C:2]1[CH:3]=[C:4]([Cl:19])[C:5]2[O:10][CH2:9][CH2:8]C(C#N)(O[Si](C)(C)C)[C:6]=2[CH:18]=1.[C:20]([OH:23])(=[O:22])[CH3:21]>>[ClH:1].[Cl:1][C:2]1[CH:3]=[C:4]([Cl:19])[C:5]2[O:10][CH2:9][CH2:8][CH:21]([C:20]([OH:23])=[O:22])[C:6]=2[CH:18]=1. Procedure: Following the procedure of Example 2, 6,8-dichloro-4-cyano-4-trimethylsilyloxy-3,4-dihydro-2H-1-benzopyran (3.0 g.) and stannous chloride dihydrate (15.0 g.) were reacted in glacial acetic acid (25 ml.) and concentrated hydrochloric acid (25 ml.) to form 6,8-dichloro-3,4-dihydro-2H-1-benzopyran-4-carboxylic acid. Recrystallization from cyclohexane yielded 1.33 g. of product, m.p. 124.5°-126° C. Starting materials: CN1C=C(C2=CC=CC=C12)C=1C(NC(C1C1=CN(C2=CC=CC=C12)CCCOS(=O)(=O)C)=O)=O (3-(1-methyl-3-indolyl)-4-[1-[3-(methylsulphonyloxy)propyl]-3-indolyl]-1H-pyrrole-2,5-dione), [C-]#N.[Na+] (sodium cyanide), O (water). Run in CS(=O)C (DMSO). Run at temperature 50 celsius. Product: C(#N)CCCN1C=C(C2=CC=CC=C12)C=1C(NC(C1C1=CN(C2=CC=CC=C12)C)=O)=O (3-[1-(3-cyanopropyl)-3-indolyl]-4-(1-methyl-3-indolyl)-1H-pyrrole-2,5-dione). As a reaction SMILES: [CH3:1][N:2]1[C:10]2[C:5](=[CH:6][CH:7]=[CH:8][CH:9]=2)[C:4]([C:11]2[C:12](=O)[NH:13][C:14](=[O:33])[C:15]=2[C:16]2[C:24]3[C:19](=[CH:20][CH:21]=[CH:22][CH:23]=3)[N:18]([CH2:25][CH2:26][CH2:27]OS(C)(=O)=O)[CH:17]=2)=[CH:3]1.[C-:35]#[N:36].[Na+].[OH2:38]>CS(C)=O>[C:35]([CH2:27][CH2:26][CH2:25][N:18]1[C:19]2[C:24](=[CH:23][CH:22]=[CH:21][CH:20]=2)[C:16]([C:15]2[C:14](=[O:33])[NH:13][C:12](=[O:38])[C:11]=2[C:4]2[C:5]3[C:10](=[CH:9][CH:8]=[CH:7][CH:6]=3)[N:2]([CH3:1])[CH:3]=2)=[CH:17]1)#[N:36] |f:1.2|. Procedure: 450 mg of the product of Example 58 in 20 ml of DMSO were treated with 116 mg of sodium cyanide. The mixture was heated at 50° C. for 8 hours, then cooled and poured into water. The mixture was extracted with ethyl acetate and the extracts were dried. Concentration and chromatography on silica gel with toluene/ acetic acid (9:1) gave a solid which was triturated with diethyl ether, filtered off and dried. There were obtained 69 mg of 3-[1-(3-cyanopropyl)-3-indolyl]-4-(1-methyl-3-indolyl)-1H-pyrr... Reactants: NC1=C(C(=NN1C1=C(C=C(C=C1Cl)C(=O)OCC)Cl)CC)C(=O)N (5-amino-3-ethyl-1-(2,6-dichloro-4-carboethoxyphenyl) pyrazole-4-carboxamide), COC1=CC=C(C=C1)CC(=O)OC (methyl 4-methoxyphenylacetate), CC(=O)O (HOAc), [Na] (sodium). Solvent: C(C)O (ethanol), C(C)O (ethanol). Product: ClC1=C(C(=CC(=C1)C(=O)O)Cl)N1NC(=C2C1=NC(=NC2=O)CC2=CC=C(C=C2)OC)CC (1-(2,6-dichloro-4-carboxyphenyl)-3-ethyl-6-(4-methoxybenzyl)pyrazolo[3,4-d]pyrimidin-4-one). The yield is 75.1%. As a reaction SMILES: [NH2:1][C:2]1[N:6]([C:7]2[C:12]([Cl:13])=[CH:11][C:10]([C:14]([O:16]CC)=[O:15])=[CH:9][C:8]=2[Cl:19])[N:5]=[C:4]([CH2:20][CH3:21])[C:3]=1[C:22]([NH2:24])=[O:23].[CH3:25][O:26][C:27]1[CH:32]=[CH:31][C:30]([CH2:33][C:34](OC)=O)=[CH:29][CH:28]=1.[Na].CC(O)=O>C(O)C>[Cl:13][C:12]1[CH:11]=[C:10]([C:14]([OH:16])=[O:15])[CH:9]=[C:8]([Cl:19])[C:7]=1[N:6]1[C:2]2=[N:1][C:34]([CH2:33][C:30]3[CH:31]=[CH:32][C:27]([O:26][CH3:25])=[CH:28][CH:29]=3)=[N:24][C:22](=[O:23])[C:3]2=[C:4]([CH2:20][CH3:21])[NH:5]1 |^1:37|. Procedure: Part D: To a stirred solution of 500 mg (1.35 mmol) of 5-amino-3-ethyl-1-(2,6-dichloro-4-carboethoxyphenyl) pyrazole-4-carboxamide in 10 mL ethanol was added 1.45 g (8.1 mmol) of methyl 4-methoxyphenylacetate followed by 2.6 mL (8.1 mmol) of 2.66 M sodium ehtoxide in ethanol. The reaction was heated at relux for 18 h and then 10% aq. HOAc was added. After stirring an additional hour at relux, the heat was removed and the reaction solution was poured into ice water, stirred 10 min. and filtered. ... Starting materials: ClC=1C=CC=2N(C1)C=C(N2)CCl (6-chloro-2-(chloromethyl)imidazo[1,2-a]pyridine), Cl.FC1=C(C=CC=C1)N1CCNCC1 (1-(2-fluorophenyl)piperazine hydrochloride). Yields the product ClC=1C=CC=2N(C1)C=C(N2)CN2CCN(CC2)C2=C(C=CC=C2)F (6-Chloro-2-[[4-(2-fluorophenyl)-1-piperazinyl]methyl]-imidazo[1,2-a]pyridine). The yield is 53.2%. As a reaction SMILES: [Cl:1][C:2]1[CH:3]=[CH:4][C:5]2[N:6]([CH:8]=[C:9]([CH2:11]Cl)[N:10]=2)[CH:7]=1.Cl.[F:14][C:15]1[CH:20]=[CH:19][CH:18]=[CH:17][C:16]=1[N:21]1[CH2:26][CH2:25][NH:24][CH2:23][CH2:22]1>>[Cl:1][C:2]1[CH:3]=[CH:4][C:5]2[N:6]([CH:8]=[C:9]([CH2:11][N:24]3[CH2:23][CH2:22][N:21]([C:16]4[CH:17]=[CH:18][CH:19]=[CH:20][C:15]=4[F:14])[CH2:26][CH2:25]3)[N:10]=2)[CH:7]=1 |f:1.2|. Reported procedure: Following the general procedure of Example 11 and making non-critical variations, 6-chloro-2-(chloromethyl)imidazo[1,2-α]pyridine (Example 4, Step 1; 0.294 g) and 1-(2-fluorophenyl)piperazine hydrochloride (Aldrich; 0.366 g) are converted to 0.268 g of the title compound after chromatography on silica gel using methanol/dichloromethane (6/94) and crystallization from ethyl acetate/hexane; mp 107-108° C.; MS m/z 344, 346; IR (mineral oil) 1501, 1221, 752, 1335, 927 cm-1 ; 1H NMR (CDCl3) δ2.76, 3.... Starting materials: CC=1C=C(C(=O)C2=CNC3=CC=CC=C3C2=O)C=CC1C (3-(3,4-dimethyl-benzoyl)-1H-quinolin-4-one), white solid, [H-].[Na+] (sodium hydride), BrCC1=NC(=CC=C1)OC (2-bromomethyl-6-methoxy-pyridine). The solvent is CN(C=O)C (N,N-dimethylformamide). The product is CC=1C=C(C(=O)C2=CN(C3=CC=CC=C3C2=O)CC2=NC(=CC=C2)OC)C=CC1C (3-(3,4-Dimethyl-benzoyl)-1-(6-methoxy-pyridin-2-ylmethyl)-1H-quinolin-4-one). Reaction SMILES: [CH3:1][C:2]1[CH:3]=[C:4]([CH:18]=[CH:19][C:20]=1[CH3:21])[C:5]([C:7]1[C:16](=[O:17])[C:15]2[C:10](=[CH:11][CH:12]=[CH:13][CH:14]=2)[NH:9][CH:8]=1)=[O:6].[H-].[Na+].Br[CH2:25][C:26]1[CH:31]=[CH:30][CH:29]=[C:28]([O:32][CH3:33])[N:27]=1>CN(C)C=O>[CH3:1][C:2]1[CH:3]=[C:4]([CH:18]=[CH:19][C:20]=1[CH3:21])[C:5]([C:7]1[C:16](=[O:17])[C:15]2[C:10](=[CH:11][CH:12]=[CH:13][CH:14]=2)[N:9]([CH2:25][C:26]2[CH:31]=[CH:30][CH:29]=[C:28]([O:32][CH3:33])[N:27]=2)[CH:8]=1)=[O:6] |f:1.2|. Reported procedure: Experimental conditions analogous to those described for Step 3 of Example 1, from 50 mg (0.18 mmol) of 3-(3,4-dimethyl-benzoyl)-1H-quinolin-4-one, 9 mg (0.21 mmol) of 60% sodium hydride, 44 mg (0.22 mmol) 2-bromomethyl-6-methoxy-pyridine and 0.8 mL of N,N-dimethylformamide. Yield: 45 mg of a white solid: LC-MSD, m/z for C25H22N2O3 [M+H]+=399.3; HPLC retention time: 2.8 min.